This data is from the Open Reaction Database (ORD), a public repository of structured organic reaction records. The task is: describe an organic reaction: reactants, conditions, products, and yield Reactants: Cl (hydrochloric acid), C(C)(C)(C)OC(CBr)=O (bromoacetic acid tert-butyl ester), [OH-].[Na+] (sodium hydroxide), COC1=CC=C(C=C1)C1=C(OC=2N=CN=C(C21)OCC2(CCC2)CO)C2=CC=CC=C2 ([1-({[5-(4-methoxyphenyl)-6-phenylfuro[2,3-d]pyrimidin-4-yl]oxy}methyl)cyclobutyl]methanol). The reagents and catalysts are S(=O)(=O)(O)[O-].C(CCC)[N+](CCCC)(CCCC)CCCC (tetra-n-butylammonium hydrogensulphate). The solvent is C1(=CC=CC=C1)C (toluene). Run at temperature 70 celsius. The product is C(C)(C)(C)OC(COCC1(CCC1)COC=1C2=C(N=CN1)OC(=C2C2=CC=C(C=C2)OC)C2=CC=CC=C2)=O ({[1-({[5-(4-Methoxyphenyl)-6-phenylfuro[2,3-d]pyrimidin-4-yl]oxy}methyl)cyclobutyl]methoxy}-acetic acid tert-butyl ester). As a reaction SMILES: [OH-].[Na+].[CH3:3][O:4][C:5]1[CH:10]=[CH:9][C:8]([C:11]2[C:19]3[C:18]([O:20][CH2:21][C:22]4([CH2:26][OH:27])[CH2:25][CH2:24][CH2:23]4)=[N:17][CH:16]=[N:15][C:14]=3[O:13][C:12]=2[C:28]2[CH:33]=[CH:32][CH:31]=[CH:30][CH:29]=2)=[CH:7][CH:6]=1.[C:34]([O:38][C:39](=[O:42])[CH2:40]Br)([CH3:37])([CH3:36])[CH3:35].Cl>C1(C)C=CC=CC=1.S([O-])(O)(=O)=O.C([N+](CCCC)(CCCC)CCCC)CCC>[C:34]([O:38][C:39](=[O:42])[CH2:40][O:27][CH2:26][C:22]1([CH2:21][O:20][C:18]2[C:19]3[C:11]([C:8]4[CH:7]=[CH:6][C:5]([O:4][CH3:3])=[CH:10][CH:9]=4)=[C:12]([C:28]4[CH:33]=[CH:32][CH:31]=[CH:30][CH:29]=4)[O:13][C:14]=3[N:15]=[CH:16][N:17]=2)[CH2:25][CH2:24][CH2:23]1)([CH3:37])([CH3:36])[CH3:35] |f:0.1,6.7|. Procedure details: Add 0.6 ml of an 11.25N sodium hydroxide solution to a solution of 285 mg (0.68 mmol) of [1-({[5-(4-methoxyphenyl)-6-phenylfuro[2,3-d]pyrimidin-4-yl]oxy}methyl)cyclobutyl]methanol in 5 ml of toluene. After adding 23 mg (0.07 mmol) of tetra-n-butylammonium hydrogensulphate and 267 mg (1.37 mmol) of bromoacetic acid tert-butyl ester, stir the reaction mixture at 70° C. for20 h. After cooling to room temperature, adjust to pH 7 with conc. hydrochloric acid. Extract three times with 20 ml each time ... Starting materials: C(CC)C=1SC(=CN1)C=O (2-propyl-5-thiazole-carboxaldehyde), C(C)OP(=O)(OCC)/C(/C(=O)OCC)=C\C (ethyl diethylphosphonocrotonate). Product: C(CC)C=1SC(=CN1)C=CC=CC(=O)OCC (ethyl 5-(2-propyl-5-thiazolyl)-2,4-pentadienoate). RXN SMILES: [CH2:1]([C:4]1[S:5][C:6]([CH:9]=O)=[CH:7][N:8]=1)[CH2:2][CH3:3].C(OP(/[C:19](=[CH:25]\[CH3:26])/[C:20]([O:22][CH2:23][CH3:24])=[O:21])(OCC)=O)C>>[CH2:1]([C:4]1[S:5][C:6]([CH:9]=[CH:26][CH:25]=[CH:19][C:20]([O:22][CH2:23][CH3:24])=[O:21])=[CH:7][N:8]=1)[CH2:2][CH3:3]. Reported procedure: Using the procedure of Example 4, 2-propyl-5-thiazole-carboxaldehyde [prepared by reaction of manganese dioxide and 2-propyl-5-hydroxymethyl-thiazole in benzene] and ethyl diethylphosphonocrotonate were reacted to obtain ethyl 5-(2-propyl-5-thiazolyl)-2,4-pentadienoate melting at 52°C. Starting materials: C[S-], CN(C)C=O, O=[N+]([O-])c1cc(Cl)nc(Cl)c1, [Na+]. Product: CSc1cc(Cl)nc(Cl)c1. RXN SMILES: [CH3:12][S-:13].[CH3:15][N:16]([CH3:17])[CH:18]=[O:19].[Cl:1][c:2]1[n:3][c:4]([Cl:11])[cH:5][c:6]([N+:8]([O-:9])=[O:10])[cH:7]1.[Na+:14]>>[Cl:1][c:2]1[n:3][c:4]([Cl:11])[cH:5][c:6]([S:13][CH3:12])[cH:7]1. Starting materials: Cl (hydrochloric acid), Cl.NC1[C@@H]2N(C(=C(CS2)CCl)C(=O)OC(C2=CC=CC=C2)C2=CC=CC=C2)C1=O (diphenylmethyl 7-amino-3-chloromethyl-3-cephem-4-carboxylate hydrochloride), Cl.C(C)ON=C(C(=O)Cl)C1=NSC(=N1)N (2-ethoxyimino-2-(5-amino-1,2,4-thiadiazol-3-yl)acetyl chloride hydrochloride), CN(C1=CC=CC=C1)C (N,N-dimethylaniline). The solvent is C(Cl)Cl (methylene chloride), O (water), C(Cl)Cl (methylene chloride). Conditions: temperature 5 celsius, time 45 minute. The product is C(C)ON=C(C(=O)NC1[C@@H]2N(C(=C(CS2)CCl)C(=O)OC(C2=CC=CC=C2)C2=CC=CC=C2)C1=O)C1=NSC(=N1)N (diphenylmethyl 7-[2-ethoxyimino-2-(5-amino-1,2,4-thiadiazol-3-yl)acetamido]-3-chloromethyl-3-cephem-4-carboxylate). Yield: 88.4%. As a reaction SMILES: Cl.[NH2:2][CH:3]1[C:28](=[O:29])[N:5]2[C:6]([C:12]([O:14][CH:15]([C:22]3[CH:27]=[CH:26][CH:25]=[CH:24][CH:23]=3)[C:16]3[CH:21]=[CH:20][CH:19]=[CH:18][CH:17]=3)=[O:13])=[C:7]([CH2:10][Cl:11])[CH2:8][S:9][C@H:4]12.CN(C)C1C=CC=CC=1.Cl.[CH2:40]([O:42][N:43]=[C:44]([C:48]1[N:52]=[C:51]([NH2:53])[S:50][N:49]=1)[C:45](Cl)=[O:46])[CH3:41].Cl>C(Cl)Cl.O>[CH2:40]([O:42][N:43]=[C:44]([C:48]1[N:52]=[C:51]([NH2:53])[S:50][N:49]=1)[C:45]([NH:2][CH:3]1[C:28](=[O:29])[N:5]2[C:6]([C:12]([O:14][CH:15]([C:16]3[CH:21]=[CH:20][CH:19]=[CH:18][CH:17]=3)[C:22]3[CH:23]=[CH:24][CH:25]=[CH:26][CH:27]=3)=[O:13])=[C:7]([CH2:10][Cl:11])[CH2:8][S:9][C@H:4]12)=[O:46])[CH3:41] |f:0.1,3.4|. Procedure details: To a suspension of diphenylmethyl 7-amino-3-chloromethyl-3-cephem-4-carboxylate hydrochloride (27 g) in methylene chloride (300 ml) was added N,N-dimethylaniline (36.2 g) under cooling in an ice bath at 5° C. To the solution was added portionwise 2-ethoxyimino-2-(5-amino-1,2,4-thiadiazol-3-yl)acetyl chloride hydrochloride (syn isomer) (16.2 g) below 11° C. and the mixture was stirred for 45 minutes at 5° C. The reaction mixture was diluted with a mixed solvent of methylene chloride (100 ml) and ... Reactants: C1(=CC=CC=C1)C1(CCNCC1)COCC=1C=C(C=C(C1)C(F)(F)F)C1=CC=C(C=C1)C#N (3′-(((4-Phenylpiperidin-4-yl)methoxy)methyl)-5′-(trifluoromethyl)biphenyl-4-carbonitrile), C=O (formaldehyde), C(#N)[BH3-].[Na+] (sodium cyanoborohydride). The reagents and catalysts are C(C)(=O)O (acetic acid). Solvent: C(C)#N (acetonitrile). Reaction conditions: temperature 0 celsius, time 1 hour. Product: CN1CCC(CC1)(C1=CC=CC=C1)COCC=1C=C(C=C(C1)C(F)(F)F)C1=CC=C(C=C1)C#N (3′-(((1-Methyl-4-phenylpiperidin-4-yl)methoxy)methyl)-5′-(trifluoromethyl)biphenyl-4-carbonitrile). RXN SMILES: [C:1]1([C:7]2([CH2:13][O:14][CH2:15][C:16]3[CH:17]=[C:18]([C:26]4[CH:31]=[CH:30][C:29]([C:32]#[N:33])=[CH:28][CH:27]=4)[CH:19]=[C:20]([C:22]([F:25])([F:24])[F:23])[CH:21]=3)[CH2:12][CH2:11][NH:10][CH2:9][CH2:8]2)[CH:6]=[CH:5][CH:4]=[CH:3][CH:2]=1.C=O.[C:36]([BH3-])#N.[Na+]>C(#N)C.C(O)(=O)C>[CH3:36][N:10]1[CH2:11][CH2:12][C:7]([CH2:13][O:14][CH2:15][C:16]2[CH:17]=[C:18]([C:26]3[CH:31]=[CH:30][C:29]([C:32]#[N:33])=[CH:28][CH:27]=3)[CH:19]=[C:20]([C:22]([F:24])([F:25])[F:23])[CH:21]=2)([C:1]2[CH:2]=[CH:3][CH:4]=[CH:5][CH:6]=2)[CH2:8][CH2:9]1 |f:2.3|. Procedure: 3′-(((4-Phenylpiperidin-4-yl)methoxy)methyl)-5′-(trifluoromethyl)biphenyl-4-carbonitrile (18.3 mg, 0.04 mmol) and formaldehyde (37 wt. % solution in water, 86.4 μL, 3.22 mmol) were combined in acetonitrile (1.0 mL) and cooled to 0° C. The reaction was treated with sodium cyanoborohydride (12.6 mg, 0.2 mmol) and a few drops of acetic acid. The reaction was stirred at 0° C. for 30 min and at room temperature for 1 h. The solvent was removed in vacuo and the resulting crude mixture passed through a... The reactants are C1(CC1)CN1C(=O)N(C=2N=CN(C2C1=O)CCC(C)=O)CC1CCCCC1 (1-(Cyclopropylmethyl)-3-cyclohexylmethyl-7-(3-oxobutyl)xanthine), [OH-].[K+] (potassium hydroxide). Run in C(C)O (ethanol). Product: C1(CC1)CN1C(=O)N(C=2N=CNC2C1=O)CC1CCCCC1 (1-(Cyclopropylmethyl)-3-(cyclohexylmethyl)xanthine). RXN SMILES: [CH:1]1([CH2:4][N:5]2[C:14](=[O:15])[C:13]3[N:12](CCC(=O)C)[CH:11]=[N:10][C:9]=3[N:8]([CH2:21][CH:22]3[CH2:27][CH2:26][CH2:25][CH2:24][CH2:23]3)[C:6]2=[O:7])[CH2:3][CH2:2]1.[OH-].[K+]>C(O)C>[CH:1]1([CH2:4][N:5]2[C:14](=[O:15])[C:13]3[NH:12][CH:11]=[N:10][C:9]=3[N:8]([CH2:21][CH:22]3[CH2:27][CH2:26][CH2:25][CH2:24][CH2:23]3)[C:6]2=[O:7])[CH2:3][CH2:2]1 |f:1.2|. Procedure details: This was prepared from the compound of Example 21, 900 mg, by treating with 200 mg potassium hydroxide in 10 ml of ethanol for 1 hour at room temperature. The title compound was isolated in an analogous manner to Example 18, m.p. 181° C. The reactants are CC(=O)OC(C)=O, O=C1c2ccccc2-n2cnc(C=NO)c2C2CCCN12. Product: N#Cc1ncn2c1C1CCCN1C(=O)c1ccccc1-2. RXN SMILES: [C:22]([O:23][C:24](=[O:25])[CH3:26])(=[O:27])[CH3:28].[O:1]=[C:2]1[N:3]2[CH:4]([c:5]3[n:6]([cH:13][n:14][c:15]3[CH:16]=[N:17][OH:18])-[c:7]3[c:8]1[cH:9][cH:10][cH:11][cH:12]3)[CH2:19][CH2:20][CH2:21]2>>[O:1]=[C:2]1[N:3]2[CH:4]([c:5]3[n:6]([cH:13][n:14][c:15]3[C:16]#[N:17])-[c:7]3[c:8]1[cH:9][cH:10][cH:11][cH:12]3)[CH2:19][CH2:20][CH2:21]2. The reactants are Cu(I)I, C(C)(=O)C=1C(=NC=CC1)Br (3-Acetyl-2-bromopyridine), [Cl-] (chlorid), C1(=CC=CC=C1)C#C (phenylacetylene), CCN(C(C)C)C(C)C (DIPEA). Solvent: C(Cl)Cl (DCM), CN(C)C=O (DMF). Run at temperature 25 celsius, time 16 hour. Yields the product C1(=CC=CC=C1)C#CC1=NC=CC=C1C(C)=O (1-(2-(phenylethynyl)pyridin-3-yl)ethanone). RXN SMILES: [C:1]([C:4]1[C:5](Br)=[N:6][CH:7]=[CH:8][CH:9]=1)(=[O:3])[CH3:2].[C:11]1([C:17]#[CH:18])[CH:16]=[CH:15][CH:14]=[CH:13][CH:12]=1.CCN(C(C)C)C(C)C.[Cl-]>CN(C=O)C.C(Cl)Cl>[C:11]1([C:17]#[C:18][C:5]2[C:4]([C:1](=[O:3])[CH3:2])=[CH:9][CH:8]=[CH:7][N:6]=2)[CH:16]=[CH:15][CH:14]=[CH:13][CH:12]=1. Reported procedure: 66 mg 3-Acetyl-2-bromopyridine, 56 μL phenylacetylene, 170 μL DIPEA, 22.5 mg triphenylphosphinpalladium(II) chlorid, 3 mg Cu(I)I were suspended in 1 mL DMF under argon atmosphere and stirred for 16 h at 25° C. The mixture was diluted with DCM and extracted with diluted aq. NH3 and brine. The organic phase was concentrated and the mixture separated via flash chromatography (10 g SiO2, cyclohexane→cyclohexane/ethylacetate 70:30) to yield 40 mg 1-(2-(phenylethynyl)pyridin-3-yl)ethanone as solid. An... Starting materials: COC(=O)C(=CC1CCCCCC1)c1ccc(S(C)(=O)=O)cc1, CCO, [Na+], [OH-]. Yields the product CS(=O)(=O)c1ccc(C(=CC2CCCCCC2)C(=O)O)cc1. RXN SMILES: [CH3:1][O:2][C:3]([C:4](=[CH:5][CH:6]1[CH2:7][CH2:8][CH2:9][CH2:10][CH2:11][CH2:12]1)[c:13]1[cH:14][cH:15][c:16]([S:19](=[O:20])(=[O:21])[CH3:22])[cH:17][cH:18]1)=[O:23].[CH3:26][CH2:27][OH:28].[Na+:25].[OH-:24]>>[O:2]=[C:3]([C:4](=[CH:5][CH:6]1[CH2:7][CH2:8][CH2:9][CH2:10][CH2:11][CH2:12]1)[c:13]1[cH:14][cH:15][c:16]([S:19](=[O:20])(=[O:21])[CH3:22])[cH:17][cH:18]1)[OH:23].